From a dataset of the Open Reaction Database (ORD), a public repository of structured organic reaction records. describe an organic reaction: reactants, conditions, products, and yield Reactants: N1=CC=C(C=C1)N1C(NCC1)=O (1-(4-pyridyl)-2-imidazolidinone), [H-].[Na+] (sodium hydride), BrCCCCCCOC1=CC=C(C=C1)C(F)(F)F (1-bromo-6-[4-(trifluoromethyl)-phenoxy]hexane). Run in CN(C)C=O (DMF), CN(C)C=O (DMF). Conditions: temperature 0 celsius, time 30 minute. Yields the product N1=CC=C(C=C1)N1C(N(CC1)CCCCCCOC1=CC=C(C=C1)C(F)(F)F)=O (1-(4-pyridyl)-3-(6-[4-(trifluoromethyl)phenoxy]hexyl)-2-imidazolidinone), solid. Yield: 73.0%. RXN SMILES: [N:1]1[CH:6]=[CH:5][C:4]([N:7]2[CH2:11][CH2:10][NH:9][C:8]2=[O:12])=[CH:3][CH:2]=1.[H-].[Na+].Br[CH2:16][CH2:17][CH2:18][CH2:19][CH2:20][CH2:21][O:22][C:23]1[CH:28]=[CH:27][C:26]([C:29]([F:32])([F:31])[F:30])=[CH:25][CH:24]=1>CN(C=O)C>[N:1]1[CH:2]=[CH:3][C:4]([N:7]2[CH2:11][CH2:10][N:9]([CH2:16][CH2:17][CH2:18][CH2:19][CH2:20][CH2:21][O:22][C:23]3[CH:24]=[CH:25][C:26]([C:29]([F:30])([F:31])[F:32])=[CH:27][CH:28]=3)[C:8]2=[O:12])=[CH:5][CH:6]=1 |f:1.2|. Procedure: A suspension of 1-(4-pyridyl)-2-imidazolidinone (0.10 g, 0.61 mmol) and sodium hydride (75% dispersion in mineral oil, 0.02 g, 0.67 mmol) in anhydrous DMF (7 mL) was cooled in an ice bath and stirred at 0° C. for 30 minutes, followed by addition of a solution of 1-bromo-6-[4-(trifluoromethyl)-phenoxy]hexane (0.20 g, 0.61 mmol) in anhydrous DMF (3 mL). After 5 minutes, the ice bath was removed and the reaction mixture was stirred at room temperature for 3 hours. The reaction was quenched with a s... The reactants are ice water, C(N)(=O)C=1NN(C(C1)=O)CCC#N (3-carbamoyl-1-(2-cyanoethyl)-5-pyrazolone), C(C)#N (acetonitrile), P(=O)(Cl)(Cl)Cl (phosphorus oxychloride). Solvent: CN(C=O)C (N,N-dimethylformamide). Product: C(#N)C=1NN(C(C1)=O)CCC#N (3-cyano-1-(2-cyanoethyl)-5-pyrazolone). As a reaction SMILES: [C:1]([C:4]1[NH:5][N:6]([CH2:10][CH2:11][C:12]#[N:13])[C:7](=[O:9])[CH:8]=1)(=O)[NH2:2].C(#N)C.P(Cl)(Cl)(Cl)=O>CN(C)C=O>[C:1]([C:4]1[NH:5][N:6]([CH2:10][CH2:11][C:12]#[N:13])[C:7](=[O:9])[CH:8]=1)#[N:2]. Procedure: 13.5 g of 3-carbamoyl-1-(2-cyanoethyl)-5-pyrazolone and 120 ml of acetonitrile were put into a 200 ml 3-neck flask. A mixture solution of 27 ml of phosphorus oxychloride and 76 ml of N,N-dimethylformamide was added dropwise at a temperature below 15° C. After completion of the addition, the reaction mixture was poured into ice water and extracted with ethyl acetate. The extract was concentrated and the crystals (white color) formed were collected by filtration. Yield: 7.8 g (64.2%), Melting Poin... The reactants are O.O.O.O.O.O.[Cl-].[Al+3].[Cl-].[Cl-] (aluminum chloride hexahydrate), NC(=S)N (thiourea), O (water). Run at temperature 72 celsius. The product is O.[Cl-].[Al+3].[Cl-].[Cl-].NC(=S)N (Aluminum Chloride Hydrate Thiourea). RXN SMILES: [OH2:1].O.O.O.O.O.[Cl-:7].[Al+3:8].[Cl-].[Cl-].[NH2:11][C:12]([NH2:14])=[S:13].O>>[OH2:1].[Cl-:7].[Al+3:8].[Cl-:7].[Cl-:7].[NH2:11][C:12]([NH2:14])=[S:13] |f:0.1.2.3.4.5.6.7.8.9,12.13.14.15.16.17|. Reported procedure: In a 5 liter flask is placed 482.8 g. (2.0 mole) aluminum chloride hexahydrate and 1826.8 g. (24.0 moles) thiourea and shaken to mix. To this is added 2284 g. (127 moles) water and heated with stirring to 72° C. to obtain a clear, colorless solution. White crystals form upon cooling leaving a clear solution of pH 1.7 and a final weight of 4592 g.